This data is from the Open Reaction Database (ORD), a public repository of structured organic reaction records. The task is: describe an organic reaction: reactants, conditions, products, and yield Starting materials: BrCc1ccccc1, C1CCOC1, [H-], [Na+], c1cncc(-c2c[nH]cn2)c1. The product is c1ccc(Cn2cnc(-c3cccnc3)c2)cc1. Reaction SMILES: [Br:14][CH2:15][c:16]1[cH:17][cH:18][cH:19][cH:20][cH:21]1.[CH2:22]1[O:23][CH2:24][CH2:25][CH2:26]1.[H-:12].[Na+:13].[nH:1]1[cH:2][n:3][c:4](-[c:6]2[cH:7][n:8][cH:9][cH:10][cH:11]2)[cH:5]1>>[n:1]1([CH2:15][c:16]2[cH:17][cH:18][cH:19][cH:20][cH:21]2)[cH:2][n:3][c:4](-[c:6]2[cH:7][n:8][cH:9][cH:10][cH:11]2)[cH:5]1. Starting materials: COCOc1ccc(C2(C)COc3cc(OCOC)ccc3C2c2ccc(O)cc2)cc1, CC#N, FC(F)(F)C(F)(F)CCCSCCOCC1CO1, O, c1ccncc1. Yields the product COCOc1ccc(C2(C)COc3cc(OCOC)ccc3C2c2ccc(OCC(O)COCCSCCCC(F)(F)C(F)(F)F)cc2)cc1. As a reaction SMILES: [CH3:1][O:2][CH2:3][O:4][c:5]1[cH:6][cH:7][c:8]2[c:13]([cH:14]1)[O:12][CH2:11][C:10]([c:15]1[cH:16][cH:17][c:18]([O:21][CH2:22][O:23][CH3:24])[cH:19][cH:20]1)([CH3:25])[CH:9]2[c:26]1[cH:27][cH:28][c:29]([OH:32])[cH:30][cH:31]1.[CH3:51][C:52]#[N:53].[O:33]1[CH:34]([CH2:36][O:37][CH2:38][CH2:39][S:40][CH2:41][CH2:42][CH2:43][C:44]([C:45]([F:46])([F:47])[F:48])([F:49])[F:50])[CH2:35]1.[OH2:60].[cH:54]1[cH:55][cH:56][n:57][cH:58][cH:59]1>>[CH3:1][O:2][CH2:3][O:4][c:5]1[cH:6][cH:7][c:8]2[c:13]([cH:14]1)[O:12][CH2:11][C:10]([c:15]1[cH:16][cH:17][c:18]([O:21][CH2:22][O:23][CH3:24])[cH:19][cH:20]1)([CH3:25])[CH:9]2[c:26]1[cH:27][cH:28][c:29]([O:32][CH2:35][CH:34]([OH:33])[CH2:36][O:37][CH2:38][CH2:39][S:40][CH2:41][CH2:42][CH2:43][C:44]([C:45]([F:46])([F:47])[F:48])([F:49])[F:50])[cH:30][cH:31]1. Starting materials: FC(COCCOCCOCCOCCOCCOCCOCC1=CC=CC=C1)(F)F (22,22,22-Trifluoro-1-phenyl-2,5,8,11,14,17,20-heptaoxadocosane). The reagents and catalysts are [Pd] (palladium on carbon). Solvent: C(C)(=O)O.C(C)O (acetic acid ethanol). Product: FC(COCCOCCOCCOCCOCCOCCO)(F)F (20,20,20-Trifluoro-3,6,9,12,15,18-hexaoxaicosan-1-ol). The yield is 85.8%. Reaction SMILES: [F:1][C:2]([F:31])([F:30])[CH2:3][O:4][CH2:5][CH2:6][O:7][CH2:8][CH2:9][O:10][CH2:11][CH2:12][O:13][CH2:14][CH2:15][O:16][CH2:17][CH2:18][O:19][CH2:20][CH2:21][O:22]CC1C=CC=CC=1>[Pd].C(O)(=O)C.C(O)C>[F:1][C:2]([F:30])([F:31])[CH2:3][O:4][CH2:5][CH2:6][O:7][CH2:8][CH2:9][O:10][CH2:11][CH2:12][O:13][CH2:14][CH2:15][O:16][CH2:17][CH2:18][O:19][CH2:20][CH2:21][OH:22] |f:2.3|. Procedure details: A stirred solution of the product of step (c) (16 g) and 10% palladium on carbon (1 g) in acetic acid:ethanol (1:1, 150 mL) was placed under an atmosphere of hydrogen at 20° C. for 24 hours. The reaction mixture was filtered through a pad of celite and the solvent was removed in vacuo to give the title compound (11 g). Mass spectrum m/z 382 [MNH4+]